Task: describe an organic reaction: reactants, conditions, products, and yield. Dataset: the Open Reaction Database (ORD), a public repository of structured organic reaction records RXN SMILES: [Cl:1][C:2]1[CH:8]=[CH:7][C:6]([N:9]2[CH2:13][CH2:12][CH2:11][C:10]2=[O:14])=[CH:5][C:3]=1[NH2:4].[Cl:15][C:16]1[CH:21]=[C:20]([C:22]([O:24][CH2:25][CH2:26][CH2:27][CH2:28][CH2:29][CH2:30][CH2:31][CH2:32][CH2:33][CH2:34][CH2:35][CH2:36][CH2:37][CH3:38])=[O:23])[CH:19]=[C:18]([Cl:39])[C:17]=1[N:40]1[C:44](=[O:45])[CH2:43][C:42](OCC)=[N:41]1.CS(O)(=O)=O>C(OCC)(=O)C>[Cl:15][C:16]1[CH:21]=[C:20]([C:22]([O:24][CH2:25][CH2:26][CH2:27][CH2:28][CH2:29][CH2:30][CH2:31][CH2:32][CH2:33][CH2:34][CH2:35][CH2:36][CH2:37][CH3:38])=[O:23])[CH:19]=[C:18]([Cl:39])[C:17]=1[N:40]1[C:44](=[O:45])[CH2:43][C:42]([NH:4][C:3]2[CH:5]=[C:6]([N:9]3[CH2:13][CH2:12][CH2:11][C:10]3=[O:14])[CH:7]=[CH:8][C:2]=2[Cl:1])=[N:41]1. The reactants are ClC1=C(N)C=C(C=C1)N1C(CCC1)=O (2-chloro-5-(2-oxo-pyrrolidin-1-yl)aniline), ClC1=C(C(=CC(=C1)C(=O)OCCCCCCCCCCCCCC)Cl)N1N=C(CC1=O)OCC (1-(2,6-dichloro-4-tetradecyloxycarbonylphenyl)-3-ethoxy-2-pyrazolin-5-one), CS(=O)(=O)O (methanesulfonic acid). Reaction conditions: temperature 150 celsius. Yields the product ClC1=C(C(=CC(=C1)C(=O)OCCCCCCCCCCCCCC)Cl)N1N=C(CC1=O)NC1=C(C=CC(=C1)N1C(CCC1)=O)Cl (1-(2,6-dichloro-4-tetradecyloxycarbonylphenyl)-3-[2-chloro-5-(2-oxo-pyrrolidin-1-yl)anilino]-2-pyrazolin-5-one). Procedure details: A mixture of 4.4 g of 2-chloro-5-(2-oxo-pyrrolidin-1-yl)aniline, 10.2 g of 1-(2,6-dichloro-4-tetradecyloxycarbonylphenyl)-3-ethoxy-2-pyrazolin-5-one and 0.5 g of methanesulfonic acid was stirred with heating at 150° C. under reduced pressure for 12 hours. After cooling, the reaction mixture was dissolved in ethyl acetate and washed three times with water. After distilling off the solvent, the residue was separated by a silica gel chromatography (using a solvent mixture of ethyl acetate and chlor... Solvent: C(C)(=O)OCC (ethyl acetate).